Dataset: the Open Reaction Database (ORD), a public repository of structured organic reaction records. Task: describe an organic reaction: reactants, conditions, products, and yield Reactants: NCCCCO (4-aminobutanol), FC1=C(C=C(C(=C1)F)C(F)(F)F)[N+](=O)[O-] (1,5-difluoro-2-nitro-4-trifluoromethylbenzene). The solvent is C(C)O (ethanol), C(C)O (ethanol). Conditions: time 8 hour. The product is FC=1C(=CC(=C(NCCCCO)C1)[N+](=O)[O-])C(F)(F)F (4-(5-fluoro-2-nitro-4-trifluoromethylanilino)butanol). Isolated yield 79.8%. RXN SMILES: [NH2:1][CH2:2][CH2:3][CH2:4][CH2:5][OH:6].F[C:8]1[CH:13]=[C:12]([F:14])[C:11]([C:15]([F:18])([F:17])[F:16])=[CH:10][C:9]=1[N+:19]([O-:21])=[O:20]>C(O)C>[F:14][C:12]1[C:11]([C:15]([F:16])([F:17])[F:18])=[CH:10][C:9]([N+:19]([O-:21])=[O:20])=[C:8]([CH:13]=1)[NH:1][CH2:2][CH2:3][CH2:4][CH2:5][OH:6]. Procedure: With ice-cooling, 4-aminobutanol (0.72 g) dissolved in ethanol (5 ml) was added dropwise to ethanol (10 ml) solution of 1,5-difluoro-2-nitro-4-trifluoromethylbenzene (0.73 g), and the reaction was carried out overnight at room temperature. The reaction solution was concentrated and the resulting residue was purified by a silica gel column chromatography (n-hexane:ethyl acetate=1:1) to give 4-(5-fluoro-2-nitro-4-trifluoromethylanilino)butanol (0.76 g). The resulting anilinobutanol (0.66 g) and im...